Dataset: the Open Reaction Database (ORD), a public repository of structured organic reaction records. Task: describe an organic reaction: reactants, conditions, products, and yield Starting materials: COC=1C=C2C=CC=C(C2=CC1)C(=O)O (6-methoxynaphthoic acid), C([O-])([O-])=O.[K+].[K+] (potassium carbonate), S(=O)(=O)(OC)OC (dimethyl sulfate). The solvent is CC(=O)C (acetone), CC(=O)C (acetone). The product is COC=1C=C2C=CC=C(C2=CC1)C(=O)OC (methyl 6-methoxynaphthoate). Yield: 90.9%. Reaction SMILES: [CH3:1][O:2][C:3]1[CH:4]=[C:5]2[C:10](=[CH:11][CH:12]=1)[C:9]([C:13]([OH:15])=[O:14])=[CH:8][CH:7]=[CH:6]2.[C:16](=O)([O-])[O-].[K+].[K+].S(OC)(OC)(=O)=O>CC(C)=O>[CH3:1][O:2][C:3]1[CH:4]=[C:5]2[C:10](=[CH:11][CH:12]=1)[C:9]([C:13]([O:15][CH3:16])=[O:14])=[CH:8][CH:7]=[CH:6]2 |f:1.2.3|. Reported procedure: A mixture of 9.1 g of 6-methoxynaphthoic acid and 7.2 g of anhydrous potassium carbonate in 45 ml of acetone was heated to 50°-55° C. for 15 minutes, and 4.5 ml of dimethyl sulfate were then slowly dripped in over a period of 15 minutes. The mixture was then heated at reflux for one hour and cooled to room temperature, after which all the acetone was stripped under vacuum. After workup, it was determined that the process resulted in the formation of 8.85 g of methyl 6-methoxynaphthoate having an...